From a dataset of the Open Reaction Database (ORD), a public repository of structured organic reaction records. describe an organic reaction: reactants, conditions, products, and yield The reactants are CCOC(=O)CNS(=O)(=O)c1cncc(Br)c1, CO, N. The product is NC(=O)CNS(=O)(=O)c1cncc(Br)c1. RXN SMILES: [Br:1][c:2]1[cH:3][c:4]([S:8](=[O:9])(=[O:10])[NH:11][CH2:12][C:13]([O:15][CH2:14][CH3:16])=[O:17])[cH:5][n:6][cH:7]1.[CH3:19][OH:20].[NH3:18]>>[Br:1][c:2]1[cH:3][c:4]([S:8](=[O:9])(=[O:10])[NH:11][CH2:12][C:13](=[O:15])[NH2:18])[cH:5][n:6][cH:7]1. The reactants are COC(=O)C(NC(=O)OC(C)(C)C)c1ccn(C)n1, C1CCOC1, [Li+], [OH-], O. Product: Cn1ccc(C(NC(=O)OC(C)(C)C)C(=O)O)n1. RXN SMILES: [C:1](=[O:2])([O:3][C:4]([CH3:5])([CH3:6])[CH3:7])[NH:8][CH:9]([C:10](=[O:11])[O:12][CH3:13])[c:14]1[n:15][n:16]([CH3:19])[cH:17][cH:18]1.[CH2:23]1[O:24][CH2:25][CH2:26][CH2:27]1.[Li+:21].[OH-:22].[OH2:20]>>[C:1](=[O:2])([O:3][C:4]([CH3:5])([CH3:6])[CH3:7])[NH:8][CH:9]([C:10](=[O:11])[OH:12])[c:14]1[n:15][n:16]([CH3:19])[cH:17][cH:18]1. Reactants: C(#N)CC(CN1CCN(CC1)C(=O)OC(C)(C)C)N1C=C(C=C1)C=1C2=C(N=CN1)N(C=C2)COCC[Si](C)(C)C (tert-butyl 4-{3-cyano-2-[3-(7-{[2-(trimethylsilyl)ethoxy]methyl}-7H-pyrrolo[2,3-d]pyrimidin-4-yl)-1H-pyrrol-1-yl]propyl}piperazine-1-carboxylate), Cl (HCl). The solvent is O1CCOCC1 (1,4-dioxane), O1CCOCC1 (p-dioxane). Conditions: time 80 minute. The product is Cl.N1(CCNCC1)CC(CC#N)N1C=C(C=C1)C=1C2=C(N=CN1)N(C=C2)COCC[Si](C)(C)C (4-piperazin-1-yl-3-[3-(7-{[2-(trimethylsilyl)ethoxy]methyl}-7H-pyrrolo[2,3-d]pyrimidin-4-yl)-1H-pyrrol-1-yl]butanenitrile hydrochloride Salt). Isolated yield 100.0%. Reaction SMILES: [C:1]([CH2:3][CH:4]([N:19]1[CH:23]=[CH:22][C:21]([C:24]2[C:25]3[CH:32]=[CH:31][N:30]([CH2:33][O:34][CH2:35][CH2:36][Si:37]([CH3:40])([CH3:39])[CH3:38])[C:26]=3[N:27]=[CH:28][N:29]=2)=[CH:20]1)[CH2:5][N:6]1[CH2:11][CH2:10][N:9](C(OC(C)(C)C)=O)[CH2:8][CH2:7]1)#[N:2].[ClH:41]>O1CCOCC1>[ClH:41].[N:6]1([CH2:5][CH:4]([N:19]2[CH:23]=[CH:22][C:21]([C:24]3[C:25]4[CH:32]=[CH:31][N:30]([CH2:33][O:34][CH2:35][CH2:36][Si:37]([CH3:38])([CH3:40])[CH3:39])[C:26]=4[N:27]=[CH:28][N:29]=3)=[CH:20]2)[CH2:3][C:1]#[N:2])[CH2:11][CH2:10][NH:9][CH2:8][CH2:7]1 |f:3.4|. Procedure details: To a solution of tert-butyl 4-{3-cyano-2-[3-(7-{[2-(trimethylsilyl)ethoxy]methyl}-7H-pyrrolo[2,3-d]pyrimidin-4-yl)-1H-pyrrol-1-yl]propyl}piperazine-1-carboxylate (1.9 g, 0.0034 mol; peak 2 of Step 1) in 1,4-dioxane (20 mL) was added 4.0 M of HCl in p-dioxane (12 mL, 48 mmol). The mixture was stirred at room temperature for 80 minutes. Solvent was removed in vacua, to afford product as a light yellow solid (1.90 g, 100%). LCMS (M+H)+: 466.3. The reactants are [Li]C(C)(C)C (t-BuLi), FC1=CC=CC(=N1)NC(C(C)(C)C)=O (N-(6-fluoropyridin-2-yl)pivalamide), CN(C)C=O (DMF). Solvent: C1CCOC1 (THF). Conditions: temperature -78 celsius, time 3 hour. The product is FC1=CC=C(C(=N1)NC(C(C)(C)C)=O)C=O (N-(6-Fluoro-3-formylpyridin-2-yl)pivalamide). RXN SMILES: [F:1][C:2]1[N:7]=[C:6]([NH:8][C:9](=[O:14])[C:10]([CH3:13])([CH3:12])[CH3:11])[CH:5]=[CH:4][CH:3]=1.[Li]C(C)(C)C.CN([CH:23]=[O:24])C>C1COCC1>[F:1][C:2]1[N:7]=[C:6]([NH:8][C:9](=[O:14])[C:10]([CH3:11])([CH3:13])[CH3:12])[C:5]([CH:23]=[O:24])=[CH:4][CH:3]=1. Procedure details: N-(6-fluoropyridin-2-yl)pivalamide (1.67 g, 8.5 mmol) was dissolved in THF (15 mL) at room temperature, and the colorless solution was cooled to −78° C., followed by dropwise addition of t-BuLi (10.3 mL, 1.7M in heptane, 17.4 mmol) under nitrogen gas over 10 min. The resulting yellow solution was continued stirring at −78° C. for 3 hr, followed by dropwise addition of DMF (2.0 mL, 25.5 mmol) over 5 min. The light yellow solution was stirred for additional 30 min at −78° C. Thus the mixture was q...